This data is from the Open Reaction Database (ORD), a public repository of structured organic reaction records. The task is: describe an organic reaction: reactants, conditions, products, and yield Isolated yield 71.0%. The reactants are solution, OS(=O)(=O)[O-].[Na+] (NaHSO4), C(C)(C)(C)OC(=O)N1CCC(C2=CC=CC=C12)=O (1-tert-butyloxycarbonyl-1,2,3,4-tetrahydro-4-quinolone), CCOCC (Et2O). Conditions: temperature -10 celsius, time 15 minute. Yields the product C(C)(C)(C)OC(=O)N1CCC(C2=CC=CC=C12)(O)CC ((R/S)-1-tert-Butyloxycarbonyl-4-ethyl-1,2,3,4-tetrahydro-4-hydroxyquinoline). RXN SMILES: [C:1]([O:5][C:6]([N:8]1[C:17]2[C:12](=[CH:13][CH:14]=[CH:15][CH:16]=2)[C:11](=[O:18])[CH2:10][CH2:9]1)=[O:7])([CH3:4])([CH3:3])[CH3:2].OS([O-])(=O)=O.[Na+].[CH3:25][CH2:26]OCC>>[C:1]([O:5][C:6]([N:8]1[C:17]2[C:12](=[CH:13][CH:14]=[CH:15][CH:16]=2)[C:11]([CH2:25][CH3:26])([OH:18])[CH2:10][CH2:9]1)=[O:7])([CH3:4])([CH3:2])[CH3:3] |f:1.2|. Procedure: To a flame-dried b 25-mL rb flask containing ethylmagnesium bromide (4.0 mL of a 3.0M solution in Et2O, 12.0 mmol, 3.0 equiv), at -10° C. was added dropwise a solution of 1-tert-butyloxycarbonyl-1,2,3,4-tetrahydro-4-quinolone (1.0 g, 4.0 mmol) in Et2O (4 mL). The reaction mixture was stirred at -10° C. for 15 min, then allowed to warm to rt over 10 min. A 1.0M solution of NaHSO4 (10 mL) was then rapidly added. The resulting biphasic mixture was extracted with EtOAc (3×10 mL), and the combined or... Starting materials: C1(=CC=CC=C1)CCOCCCCC(C)=O (6-(2-Phenylethoxy)-2-hexanone), C(C1=CC=CC=C1)N (benzylamine). Reagents/catalysts: [Pt]=O (platinum oxide). Solvent: C1(=CC=CC=C1)C (toluene), C(C)O (ethanol), C1(=CC=CC=C1)C (toluene). Yields the product CC(CCCCOCCC1=CC=CC=C1)NCC1=CC=CC=C1 (N-[1-Methyl-5-(2-phenylethoxy)pentyl]benzenemethanamine). Isolated yield 97.4%. As a reaction SMILES: [C:1]1([CH2:7][CH2:8][O:9][CH2:10][CH2:11][CH2:12][CH2:13][C:14](=O)[CH3:15])[CH:6]=[CH:5][CH:4]=[CH:3][CH:2]=1.[CH2:17]([NH2:24])[C:18]1[CH:23]=[CH:22][CH:21]=[CH:20][CH:19]=1>C1(C)C=CC=CC=1.C(O)C.[Pt]=O>[CH3:15][CH:14]([NH:24][CH2:17][C:18]1[CH:23]=[CH:22][CH:21]=[CH:20][CH:19]=1)[CH2:13][CH2:12][CH2:11][CH2:10][O:9][CH2:8][CH2:7][C:1]1[CH:6]=[CH:5][CH:4]=[CH:3][CH:2]=1. Procedure details: The product of step (i) (4.16 g) and benzylamine (2.03 g) in toluene (50 ml) was refluxed using a Dean-Stark apparatus for 1 h. The toluene solution in ethanol (100 ml) was hydrogenated over pre-reduced 5% platinum oxide on charcoal (0.40 g). The reaction mixture was filtered (hyflo) and evaporated to give an oil (5.73 g) which was purified by FCC eluting with EA-CX (1:4)+1% TE to give the title compound as a yellow oil (4.51 g). T.l.c. (EA-CX 1:4+few drops TE) Rf 0.11. Reactants: [BH4-].[Na+] (sodium borohydride), C1(=CC=CC=C1)C(C1=CC(=CC=C1)\C=C\C1=NC2=CC=CC=C2C=C1)N1C=CC2=CC=C(C=C12)C=O (1-[α-phenyl-3-{2(E)-(quinolin-2-yl)ethenyl}benzyl]indole-6-carboxaldehyde). The solvent is CO (methanol). Run at time 30 minute. Product: C1(=CC=CC=C1)C(C1=CC(=CC=C1)\C=C\C1=NC2=CC=CC=C2C=C1)N1C=CC2=CC=C(C=C12)CO (1-[α-Phenyl-3-{2(E)-(quinolin-2-yl)ethenyl}benzyl]indole-6-methanol). As a reaction SMILES: [BH4-].[Na+].[C:3]1([CH:9]([N:28]2[C:36]3[C:31](=[CH:32][CH:33]=[C:34]([CH:37]=[O:38])[CH:35]=3)[CH:30]=[CH:29]2)[C:10]2[CH:15]=[CH:14][CH:13]=[C:12](/[CH:16]=[CH:17]/[C:18]3[CH:27]=[CH:26][C:25]4[C:20](=[CH:21][CH:22]=[CH:23][CH:24]=4)[N:19]=3)[CH:11]=2)[CH:8]=[CH:7][CH:6]=[CH:5][CH:4]=1>CO>[C:3]1([CH:9]([N:28]2[C:36]3[C:31](=[CH:32][CH:33]=[C:34]([CH2:37][OH:38])[CH:35]=3)[CH:30]=[CH:29]2)[C:10]2[CH:15]=[CH:14][CH:13]=[C:12](/[CH:16]=[CH:17]/[C:18]3[CH:27]=[CH:26][C:25]4[C:20](=[CH:21][CH:22]=[CH:23][CH:24]=4)[N:19]=3)[CH:11]=2)[CH:8]=[CH:7][CH:6]=[CH:5][CH:4]=1 |f:0.1|. Procedure: Solid sodium borohydride (0.11 g, 2.89 mmol) was added to a stirred suspension of 1-[α-phenyl-3-{2(E)-(quinolin-2-yl)ethenyl}benzyl]indole-6-carboxaldehyde (0.32 g, 0.69 mmol) in methanol (10 ml) and the mixture was stirred for 30 minutes giving a clear solution which was poured onto ammonium chloride solution and extracted with dichloromethane. The extract was dried and evaporated to give a solid product. Product: C1(=CC=CC=C1)C(C#CC=1C=NC=CC1)=O (1-Phenyl-3-(3-pyridinyl)-2-propyne-1-one). Run at time 8 hour. Solvent: C(C)OCC (ethyl ether). Procedure: Place pyridinium dichromate (1.75 g) and methylene chloride (20 mL) under argon atmosphere and cool to 0° C. Add α-[(3-pyridinyl)ethynyl]-benzenemethanol (663 mg, 3.2 mmol)). Stir overnight while slowly warming to room temperature. Dilute with ethyl ether and filter the chromium salts. Purify by silica gel chromatography (2:1 ethyl acetate/hexane) to yield the title compound. As a reaction SMILES: [Cr](O[Cr]([O-])(=O)=O)([O-])(=O)=O.[NH+]1C=CC=CC=1.[NH+]1C=CC=CC=1.C(Cl)Cl.[N:25]1[CH:30]=[CH:29][CH:28]=[C:27]([C:31]#[C:32][CH:33]([C:35]2[CH:40]=[CH:39][CH:38]=[CH:37][CH:36]=2)[OH:34])[CH:26]=1>C(OCC)C>[C:35]1([C:33](=[O:34])[C:32]#[C:31][C:27]2[CH:26]=[N:25][CH:30]=[CH:29][CH:28]=2)[CH:40]=[CH:39][CH:38]=[CH:37][CH:36]=1 |f:0.1.2|. Starting materials: [Cr](=O)(=O)([O-])O[Cr](=O)(=O)[O-].[NH+]1=CC=CC=C1.[NH+]1=CC=CC=C1 (pyridinium dichromate), C(Cl)Cl (methylene chloride), N1=CC(=CC=C1)C#CC(O)C1=CC=CC=C1 (α-[(3-pyridinyl)ethynyl]-benzenemethanol). Reagents/catalysts: C(C)(=O)O (acetic acid). Procedure: 3-{(Z)-1-[4-(1H-imidazol-4-yl)anilino]-1-(4-aminomethyl-phenyl)methylidene}-5-nitro-2-indolinone×H2O is stirred into dry dioxane together with 1.2 equivalents of acetic anhydride and a few drops of glacial acetic acid overnight at ambient temperature. The mixture is evaporated down in vacuo and the evaporation residue is triturated with ether. The reactants are N1C=NC(=C1)C1=CC=C(N\C(\C2=CC=C(C=C2)CN)=C\2/C(NC3=CC=C(C=C23)[N+](=O)[O-])=O)C=C1 (3-{(Z)-1-[4-(1H-imidazol-4-yl)anilino]-1-(4-aminomethyl-phenyl)methylidene}-5-nitro-2-indolinone), O (H2O), C(C)(=O)OC(C)=O (acetic anhydride). Yields the product N1C=NC(=C1)C1=CC=C(N\C(\C2=CC=C(C=C2)CNC(C)=O)=C\2/C(NC3=CC=C(C=C23)[N+](=O)[O-])=O)C=C1 (3-{(Z)-1-[4-(1H-imidazol-4-yl)anilino]-1-(4-acetylaminomethyl-phenyl)methylidene}-5-nitro-2-indolinone). The solvent is O1CCOCC1 (dioxane). As a reaction SMILES: [NH:1]1[CH:5]=[C:4]([C:6]2[CH:34]=[CH:33][C:9]([NH:10]/[C:11](=[C:20]3\[C:21](=[O:32])[NH:22][C:23]4[C:28]\3=[CH:27][C:26]([N+:29]([O-:31])=[O:30])=[CH:25][CH:24]=4)/[C:12]3[CH:17]=[CH:16][C:15]([CH2:18][NH2:19])=[CH:14][CH:13]=3)=[CH:8][CH:7]=2)[N:3]=[CH:2]1.O.[C:36](OC(=O)C)(=[O:38])[CH3:37]>C(O)(=O)C.O1CCOCC1>[NH:1]1[CH:5]=[C:4]([C:6]2[CH:34]=[CH:33][C:9]([NH:10]/[C:11](=[C:20]3\[C:21](=[O:32])[NH:22][C:23]4[C:28]\3=[CH:27][C:26]([N+:29]([O-:31])=[O:30])=[CH:25][CH:24]=4)/[C:12]3[CH:13]=[CH:14][C:15]([CH2:18][NH:19][C:36](=[O:38])[CH3:37])=[CH:16][CH:17]=3)=[CH:8][CH:7]=2)[N:3]=[CH:2]1. Product: Cl, c1cc(-c2ccc(Cc3ccc(OCC4CCCN4)cc3)cc2)ccn1. Reactants: CC(C)(C)OC(=O)N1CCCC1COc1ccc(Cc2ccc(-c3ccncc3)cc2)cc1, Cl, C1COCCO1. As a reaction SMILES: [C:1]([O:2][C:3](=[O:4])[N:8]1[CH:9]([CH2:13][O:14][c:15]2[cH:16][cH:17][c:18]([CH2:21][c:22]3[cH:23][cH:24][c:25](-[c:28]4[cH:29][cH:30][n:31][cH:32][cH:33]4)[cH:26][cH:27]3)[cH:19][cH:20]2)[CH2:10][CH2:11][CH2:12]1)([CH3:5])([CH3:6])[CH3:7].[ClH:34].[O:35]1[CH2:36][CH2:37][O:38][CH2:39][CH2:40]1>>[ClH:34].[NH:8]1[CH:9]([CH2:13][O:14][c:15]2[cH:16][cH:17][c:18]([CH2:21][c:22]3[cH:23][cH:24][c:25](-[c:28]4[cH:29][cH:30][n:31][cH:32][cH:33]4)[cH:26][cH:27]3)[cH:19][cH:20]2)[CH2:10][CH2:11][CH2:12]1. The reactants are Cl.NNC(=O)N (Semicarbazide hydrochloride), C(C)(=O)[O-].[Na+] (sodium acetate), C(C)N(C1=CC=C(C=C1)C(C(=O)C1=CC=C(C=C1)N(CC)CC)=O)CC (1,2-bis(4-diethylaminophenyl)-ethane-1,2-dione), example 2, O (water). The solvent is C(C)(=O)O (acetic acid). Product: OC=1N=NC(=C(N1)C1=CC=C(C=C1)N(CC)CC)C1=CC=C(C=C1)N(CC)CC (3-hydroxy-5,6-bis(4-diethylaminophenyl)-1,2,4-triazine). RXN SMILES: Cl.[NH2:2][NH:3][C:4]([NH2:6])=[O:5].C([O-])(=O)C.[Na+].[CH2:12]([N:14]([CH2:36][CH3:37])[C:15]1[CH:20]=[CH:19][C:18]([C:21](=O)[C:22]([C:24]2[CH:29]=[CH:28][C:27]([N:30]([CH2:33][CH3:34])[CH2:31][CH3:32])=[CH:26][CH:25]=2)=O)=[CH:17][CH:16]=1)[CH3:13].O>C(O)(=O)C>[OH:5][C:4]1[N:3]=[N:2][C:21]([C:18]2[CH:19]=[CH:20][C:15]([N:14]([CH2:36][CH3:37])[CH2:12][CH3:13])=[CH:16][CH:17]=2)=[C:22]([C:24]2[CH:25]=[CH:26][C:27]([N:30]([CH2:31][CH3:32])[CH2:33][CH3:34])=[CH:28][CH:29]=2)[N:6]=1 |f:0.1,2.3|. Procedure details: Semicarbazide hydrochloride (1.57 g, 14.2 mmol) and sodium acetate (1.41 g, 17.3 mmol) are added to a solution of 1,2-bis(4-diethylaminophenyl)-ethane-1,2-dione prepared according to example 2 (5 g, 14.2 mmol) in acetic acid (20 ml). The mixture is heated at reflux for 12 hours. After returning to ambient temperature, the reaction mixture is poured into water. The raw solid is collected by filtration and washed with water. The residue is recrystallized in acetic acid. After filtration and washin... The reactants are 1-cyclohexyl-3-(2-morpholinomethyl) carbodiimide, CC=1C=CC(=CC1)S(=O)(=O)O (p-toluenesulfonate), FC1=CC=C(C=C1)C(=C(\C=C/[C@@H]1C[C@@H](OC(O1)(C)C)CC(=O)O)C1=NN=NN1C)C1=CC=C(C=C1)F (Cis-(4R,6S)-6-[4,4-bis(4-fluorophenyl)-3-(1-methyl-1H-tetrazol-5-yl)-1,3-butadienyl]-2,2-dimethyl-1,3-dioxane-4-acetic acid). Solvent: C1CCOC1 (THF), Cl (HCl). Run at time 16 hour. Yields the product FC1=CC=C(C=C1)C(=C(/C=C/[C@@H]1C[C@H](CC(O1)=O)O)C1=NN=NN1C)C1=CC=C(C=C1)F (Trans-(4R,6S)-6-[4,4-bis(4-fluorophenyl)-3-(1-methyl-1H-tetrazol-5-yl)-1,3-butadienyl]-tetrahydro-4-hydroxy-2H-pyran-2-one). Isolated yield 40.7%. Reaction SMILES: [F:1][C:2]1[CH:7]=[CH:6][C:5]([C:8]([C:30]2[CH:35]=[CH:34][C:33]([F:36])=[CH:32][CH:31]=2)=[C:9]([C:24]2[N:28]([CH3:29])[N:27]=[N:26][N:25]=2)/[CH:10]=[CH:11]\[C@H:12]2[O:17]C(C)(C)[O:15][C@@H:14]([CH2:20][C:21](O)=[O:22])[CH2:13]2)=[CH:4][CH:3]=1.CC1C=CC(S(O)(=O)=O)=CC=1>C1COCC1.Cl>[F:36][C:33]1[CH:34]=[CH:35][C:30]([C:8]([C:5]2[CH:6]=[CH:7][C:2]([F:1])=[CH:3][CH:4]=2)=[C:9]([C:24]2[N:28]([CH3:29])[N:27]=[N:26][N:25]=2)/[CH:10]=[CH:11]/[C@H:12]2[O:17][C:21](=[O:22])[CH2:20][C@H:14]([OH:15])[CH2:13]2)=[CH:31][CH:32]=1. Procedure: Cis-(4R,6S)-6-[4,4-bis(4-fluorophenyl)-3-(1-methyl-1H-tetrazol-5-yl)-1,3-butadienyl]-2,2-dimethyl-1,3-dioxane-4-acetic acid (3.7 g, 7.45 mmol) was dissolved in a solution of THF (90 mL) and 0.2N HCl (60 mL) and allowed to stand for 16 hours. The solution was partitioned between ethyl acetate and water. The organic layer was washed with brine (2x), dried (Na2SO4), and concentrated under reduced pressure. The residue was dissolved in dry methylene chloride (60 mL) and stirred for 4 hours in the pr... Solvent: CN(C=O)C (N,N-di-methylformamide). Procedure: This compound is prepared in a manner analogous to that of Step I of Example 1, using 0.58 gram (0.002 mole) of 4-(4-chloro-5-difluoromethoxy-1-methylpyrazol-3-yl)thiophenol, 0.32 gram (0.002 mole) of methyl 2-(5-chloro-2-chloromethylphenoxy)propanoate (prepared as in Steps A through D of Example 2), and 0.41 gram (0.003 mole) of potassium carbonate in 60 mil of N,N-di-methylformamide, yielding the title compound. RXN SMILES: [Cl:1][C:2]1[C:3]([C:12]2[CH:17]=[CH:16][C:15]([SH:18])=[CH:14][CH:13]=2)=[N:4][N:5]([CH3:11])[C:6]=1[O:7][CH:8]([F:10])[F:9].[Cl:19][C:20]1[CH:21]=[CH:22][C:23]([CH2:33]Cl)=[C:24]([CH:32]=1)[O:25][CH:26]([CH3:31])[C:27]([O:29][CH3:30])=[O:28].C(=O)([O-])[O-].[K+].[K+]>CN(C)C=O>[Cl:19][C:20]1[CH:21]=[CH:22][C:23]([CH2:33][S:18][C:15]2[CH:16]=[CH:17][C:12]([C:3]3[C:2]([Cl:1])=[C:6]([O:7][CH:8]([F:9])[F:10])[N:5]([CH3:11])[N:4]=3)=[CH:13][CH:14]=2)=[C:24]([CH:32]=1)[O:25][CH:26]([CH3:31])[C:27]([O:29][CH3:30])=[O:28] |f:2.3.4|. The product is ClC=1C=CC(=C(OC(C(=O)OC)C)C1)CSC1=CC=C(C=C1)C1=NN(C(=C1Cl)OC(F)F)C (methyl 2-[5-chloro-2-[4-(4-chloro-5-difluoromethoxy-1-methylpyrazol-3-yl)phenylthiomethyl]phenoxy]propanoate). Starting materials: ClC=1C(=NN(C1OC(F)F)C)C1=CC=C(C=C1)S (4-(4-chloro-5-difluoromethoxy-1-methylpyrazol-3-yl)thiophenol), ClC=1C=CC(=C(OC(C(=O)OC)C)C1)CCl (methyl 2-(5-chloro-2-chloromethylphenoxy)propanoate), C([O-])([O-])=O.[K+].[K+] (potassium carbonate). As a reaction SMILES: [CH2:32]([Cl:33])[Cl:34].[CH3:18][O:19][c:20]1[c:21]([N:26]2[CH2:27][CH2:28][NH:29][CH2:30][CH2:31]2)[cH:22][cH:23][cH:24][cH:25]1.[c:1]1([CH:7]=[CH:8][c:9]2[n:10][o:11][c:12]([CH2:14][CH2:15][CH:16]=[O:17])[cH:13]2)[cH:2][cH:3][cH:4][cH:5][cH:6]1>>[c:1]1([CH:7]=[CH:8][c:9]2[n:10][o:11][c:12]([CH2:14][CH2:15][CH2:16][N:29]3[CH2:28][CH2:27][N:26]([c:21]4[c:20]([O:19][CH3:18])[cH:25][cH:24][cH:23][cH:22]4)[CH2:31][CH2:30]3)[cH:13]2)[cH:2][cH:3][cH:4][cH:5][cH:6]1. Yields the product COc1ccccc1N1CCN(CCCc2cc(C=Cc3ccccc3)no2)CC1. Reactants: ClCCl, COc1ccccc1N1CCNCC1, O=CCCc1cc(C=Cc2ccccc2)no1.